Dataset: the Open Reaction Database (ORD), a public repository of structured organic reaction records. Task: describe an organic reaction: reactants, conditions, products, and yield The reactants are C(C=C)C(=O)[C@H](O)[C@@H](OC(C(=O)O)OC(C)(C)C)[C@@H](O)[C@H](O)CO (1-C-allyl-3-O-(t-butyloxycarboxy- methyl)galactose). Solvent: [OH-].[Na+] (NaOH). Run at time 2 hour. The product is C(C=C)C(=O)[C@H](O)[C@@H](OCC(=O)O)[C@@H](O)[C@H](O)CO (1-C-allyl-3-O- carboxymethylgalactose). Isolated yield 113.0%. RXN SMILES: [CH2:1]([C:4]([C@@H:6]([C@H:8]([C@H:19]([C@@H:21]([CH2:23][OH:24])[OH:22])[OH:20])[O:9][CH:10](OC(C)(C)C)[C:11]([OH:13])=[O:12])[OH:7])=[O:5])[CH:2]=[CH2:3]>[OH-].[Na+]>[CH2:1]([C:4]([C@@H:6]([C@H:8]([C@H:19]([C@@H:21]([CH2:23][OH:24])[OH:22])[OH:20])[O:9][CH2:10][C:11]([OH:13])=[O:12])[OH:7])=[O:5])[CH:2]=[CH2:3] |f:1.2|. Reported procedure: Compound 7 (7.8 g) was dissolved in 2N NaOH solution and stirred for 2 hr. The reaction mixture was acidified with Dowex-H resin and the resin was removed by filtration. The filtrate was lyophilized to give 1-C-allyl-3-O- carboxymethylgalactose (7.0 g). 1H NMR (CD3OD) : δ, 2.38-2.42, 2H; 3.28-3.31, m, 1H; 3.44-3.47, dd, 2H; 3.63-3.67,m, 2H; 3.98-4.02, m, 1H; 4.11-4.15,m, 1H; 4.22-4.25,m, 1H; 4.95-5.00, and 5.10-5.15,dd, 2H, CH2CH=CH2 ; 5.75-5.85, m, 1H, CH2 CH=CH2 : 13C NMR (CD3OD) : 176.52 (COO... Starting materials: C(C)OC(=O)C=1C(=NC(=C(C1C1=CC=C(C=C1)O)C(=O)OCC)C)C (2,6-dimethyl-4-(4-hydroxyphenyl)-pyridine-3,5-dicarboxylic acid diethyl ester), [Na] (sodium), C(Cl)C1CO1 (epichlorohydrin). The solvent is C(C)O (ethanol), C(C)O (ethanol). Yields the product C(C)OC(=O)C=1C(=NC(=C(C1C1=CC=C(C=C1)OCC1CO1)C(=O)OCC)C)C (2,6-dimethyl-4-[4-(2,3-epoxypropoxy)-phenyl]-pyridine-3,5-dicarboxylic acid diethyl ester). Reaction SMILES: [CH2:1]([O:3][C:4]([C:6]1[C:7]([CH3:25])=[N:8][C:9]([CH3:24])=[C:10]([C:19]([O:21][CH2:22][CH3:23])=[O:20])[C:11]=1[C:12]1[CH:17]=[CH:16][C:15]([OH:18])=[CH:14][CH:13]=1)=[O:5])[CH3:2].[Na].[CH2:27]([CH:29]1[O:31][CH2:30]1)Cl>C(O)C>[CH2:1]([O:3][C:4]([C:6]1[C:7]([CH3:25])=[N:8][C:9]([CH3:24])=[C:10]([C:19]([O:21][CH2:22][CH3:23])=[O:20])[C:11]=1[C:12]1[CH:17]=[CH:16][C:15]([O:18][CH2:27][CH:29]2[O:31][CH2:30]2)=[CH:14][CH:13]=1)=[O:5])[CH3:2] |^1:25|. Reported procedure: 9.0 g of the resulting 2,6-dimethyl-4-(4-hydroxyphenyl)-pyridine-3,5-dicarboxylic acid diethyl ester are dissolved in a solution prepared from 0.723 g of sodium metal and 80 ml of ethanol. This solution is slowly added drop-wise to a boiling solution of 11.9 ml of epichlorohydrin in 80 ml of ethanol; after cooling, the sodium chloride that is deposited is filtered off with suction and the filtrate is concentrated to dryness by evaporation. The residue is dissolved in ether and washed in successi... Starting materials: ClC(OC1=CC=C(C=C1)NC(C1=CN=C(C(=C1)I)N1C[C@H]([C@@H](C1)O)O)=O)(F)F (N-(4-(chlorodifluoromethoxy)phenyl)-6-((3R,4R)-3,4-dihydroxypyrrolidin-1-yl)-5-iodonicotinamide), CC1=NC=NC=C1B1OC(C(O1)(C)C)(C)C (4-methyl-5-(4,4,5,5-tetramethyl-1,3,2-dioxaborolan-2-yl)pyrimidine), C(=O)([O-])[O-].[K+].[K+] (K2CO3). Reagents/catalysts: C=1C=CC(=CC1)[P](C=2C=CC=CC2)(C=3C=CC=CC3)[Pd]([P](C=4C=CC=CC4)(C=5C=CC=CC5)C=6C=CC=CC6)([P](C=7C=CC=CC7)(C=8C=CC=CC8)C=9C=CC=CC9)[P](C=1C=CC=CC1)(C=1C=CC=CC1)C=1C=CC=CC1 (Pd(Ph3P)4). Conditions: temperature 100 celsius, time 2 hour. Yields the product ClC(OC1=CC=C(C=C1)NC(C1=CN=C(C(=C1)C=1C(=NC=NC1)C)N1C[C@H]([C@@H](C1)O)O)=O)(F)F (N-(4-(Chlorodifluoromethoxy)phenyl)-6-((3R,4R)-3,4-dihydroxypyrrolidin-1-yl)-5-(4-methylpyrimidin-5-yl)nicotinamide). RXN SMILES: [Cl:1][C:2]([F:28])([F:27])[O:3][C:4]1[CH:9]=[CH:8][C:7]([NH:10][C:11](=[O:26])[C:12]2[CH:17]=[C:16](I)[C:15]([N:19]3[CH2:23][C@@H:22]([OH:24])[C@H:21]([OH:25])[CH2:20]3)=[N:14][CH:13]=2)=[CH:6][CH:5]=1.[CH3:29][C:30]1[C:35](B2OC(C)(C)C(C)(C)O2)=[CH:34][N:33]=[CH:32][N:31]=1.C([O-])([O-])=O.[K+].[K+]>C1C=CC([P]([Pd]([P](C2C=CC=CC=2)(C2C=CC=CC=2)C2C=CC=CC=2)([P](C2C=CC=CC=2)(C2C=CC=CC=2)C2C=CC=CC=2)[P](C2C=CC=CC=2)(C2C=CC=CC=2)C2C=CC=CC=2)(C2C=CC=CC=2)C2C=CC=CC=2)=CC=1>[Cl:1][C:2]([F:28])([F:27])[O:3][C:4]1[CH:9]=[CH:8][C:7]([NH:10][C:11](=[O:26])[C:12]2[CH:17]=[C:16]([C:35]3[C:30]([CH3:29])=[N:31][CH:32]=[N:33][CH:34]=3)[C:15]([N:19]3[CH2:23][C@@H:22]([OH:24])[C@H:21]([OH:25])[CH2:20]3)=[N:14][CH:13]=2)=[CH:6][CH:5]=1 |f:2.3.4,^1:54,56,75,94|. Procedure: N-(4-(chlorodifluoromethoxy)phenyl)-6-((3R,4R)-3,4-dihydroxypyrrolidin-1-yl)-5-iodonicotinamide (Stage 282.1, 100 mg, 0.190 mmol) and 4-methyl-5-(4,4,5,5-tetramethyl-1,3,2-dioxaborolan-2-yl)pyrimidine (Stage 297.1, 62.8 mg, 0.285 mmol), Pd(Ph3P)4 (21.98 mg, 0.019 mmol) and K2CO3 (79 mg, 0.571 mmol) were added to a vial and flushed with argon. DMF (2 mL) was added and the mixture was stirred at 100° C. for 2 h. The solvent was evaporated off under reduced pressure. The crude product was dissolved... Yield: 94.9%. Reaction SMILES: [CH2:1]([C:5]1[NH:6][C:7]2[C:12]([C:13](=[O:15])[N:14]=1)=[CH:11][C:10]([C:16]1[N:17]=[N:18][N:19]([CH2:21][CH2:22][CH2:23][CH:24]=[CH2:25])[N:20]=1)=[CH:9][CH:8]=2)[CH2:2][CH2:3][CH3:4].Br[CH2:27][C:28]1[CH:33]=[CH:32][C:31]([C:34]2[C:35]([C:40]#[N:41])=[CH:36][CH:37]=[CH:38][CH:39]=2)=[CH:30][CH:29]=1.C(=O)([O-])[O-].[K+].[K+]>CC(C)=O>[CH2:1]([C:5]1[N:14]([CH2:27][C:28]2[CH:29]=[CH:30][C:31]([C:34]3[C:35]([C:40]#[N:41])=[CH:36][CH:37]=[CH:38][CH:39]=3)=[CH:32][CH:33]=2)[C:13](=[O:15])[C:12]2[C:7](=[CH:8][CH:9]=[C:10]([C:16]3[N:17]=[N:18][N:19]([CH2:21][CH2:22][CH2:23][CH:24]=[CH2:25])[N:20]=3)[CH:11]=2)[N:6]=1)[CH2:2][CH2:3][CH3:4] |f:2.3.4|. Solvent: CC(=O)C (acetone). Product: C(CCC)C1=NC2=CC=C(C=C2C(N1CC1=CC=C(C=C1)C=1C(=CC=CC1)C#N)=O)C=1N=NN(N1)CCCC=C (4'-[[2-Butyl-4-oxo-6-[2-(4-pentenyl)-2H-tetrazol-5-yl]-3(4H)-quinazolinyl]methyl]-[1,1'-biphenyl]2-carbonitrile). Starting materials: C(CCC)C=1NC2=CC=C(C=C2C(N1)=O)C=1N=NN(N1)CCCC=C (2-butyl-6-[2-(4-pentenyl)-2H-tetrazol-5-yl]-4(1H)-quinazolinone), BrCC1=CC=C(C=C1)C=1C(=CC=CC1)C#N (4'-(bromomethyl)[1,1'-biphenyl]-2-carbonitrile), C([O-])([O-])=O.[K+].[K+] (potassium carbonate). Procedure details: A mixture of 1.01 g of 2-butyl-6-[2-(4-pentenyl)-2H-tetrazol-5-yl]-4(1H)-quinazolinone, 1.09 g of 4'-(bromomethyl)[1,1'-biphenyl]-2-carbonitrile and 2.0 g of potassium carbonate in 100 ml of acetone is refluxed for 24 hours. The reaction mixture is filtered and the filtrate evaporated in vacuo to a residue which is purified by chromatography on silica gel by elution with 30% ethyl acetate-hexanes to give 1.5 g of the desired product as a yellow foam. Reactants: BrC=1C(=C(C=CC1)N1N=C(C(C(=C1)OC)=O)C(=O)N(C)OC)F (1-(3-bromo-2-fluorophenyl)-N,5-dimethoxy-N-methyl-4-oxo-1,4-dihydropyridazine-3-carboxamide), CN1N=CC(=C1)B1OC(C(O1)(C)C)(C)C (1-methyl-4-(4,4,5,5-tetramethyl-1,3,2-dioxaborolan-2-yl)-1H-pyrazole), C(=O)([O-])[O-].[Na+].[Na+] (Na2CO3). Reagents/catalysts: C=1C=CC(=CC1)[P](C=2C=CC=CC2)(C=3C=CC=CC3)[Pd]([P](C=4C=CC=CC4)(C=5C=CC=CC5)C=6C=CC=CC6)([P](C=7C=CC=CC7)(C=8C=CC=CC8)C=9C=CC=CC9)[P](C=1C=CC=CC1)(C=1C=CC=CC1)C=1C=CC=CC1 (Pd(PPh3)4). Run in COCCOC (DME), O (water), O (water). The product is FC1=C(C=CC=C1C=1C=NN(C1)C)N1N=C(C(C(=C1)OC)=O)C(=O)N(C)OC (1-[2-Fluoro-3-(1-methyl-1H-pyrazol-4-yl)phenyl]-N,5-dimethoxy-N-methyl-4-oxo-1,4-dihydropyridazine-3-carboxamide). Isolated yield 69.0%. Reaction SMILES: Br[C:2]1[C:3]([F:23])=[C:4]([N:8]2[CH:13]=[C:12]([O:14][CH3:15])[C:11](=[O:16])[C:10]([C:17]([N:19]([O:21][CH3:22])[CH3:20])=[O:18])=[N:9]2)[CH:5]=[CH:6][CH:7]=1.[CH3:24][N:25]1[CH:29]=[C:28](B2OC(C)(C)C(C)(C)O2)[CH:27]=[N:26]1.C([O-])([O-])=O.[Na+].[Na+]>COCCOC.O.C1C=CC([P]([Pd]([P](C2C=CC=CC=2)(C2C=CC=CC=2)C2C=CC=CC=2)([P](C2C=CC=CC=2)(C2C=CC=CC=2)C2C=CC=CC=2)[P](C2C=CC=CC=2)(C2C=CC=CC=2)C2C=CC=CC=2)(C2C=CC=CC=2)C2C=CC=CC=2)=CC=1>[F:23][C:3]1[C:2]([C:28]2[CH:27]=[N:26][N:25]([CH3:24])[CH:29]=2)=[CH:7][CH:6]=[CH:5][C:4]=1[N:8]1[CH:13]=[C:12]([O:14][CH3:15])[C:11](=[O:16])[C:10]([C:17]([N:19]([O:21][CH3:22])[CH3:20])=[O:18])=[N:9]1 |f:2.3.4,^1:55,57,76,95|. Procedure details: A mixture of 1-(3-bromo-2-fluorophenyl)-N,5-dimethoxy-N-methyl-4-oxo-1,4-dihydropyridazine-3-carboxamide (500 mg, 1.29 mmol), 1-methyl-4-(4,4,5,5-tetramethyl-1,3,2-dioxaborolan-2-yl)-1H-pyrazole (295 mg, 1.42 mmol), Na2CO3 (302 mg, 2.85 mmol) and Pd(PPh3)4 (74.5 mg, 0.0645 mmol) in DME (11.4 mL) and water (2.9 mL) was heated to reflux for 15 h under Ar. The mixture was diluted with water, extracted with EtOAc, washed with brine, dried over Na2SO4, filtered, concentrated in vacuo, and purified by...